This data is from the Open Reaction Database (ORD), a public repository of structured organic reaction records. The task is: describe an organic reaction: reactants, conditions, products, and yield The reactants are BrCc1ccccn1, Br, CC(C)CC(NC(=O)OC(C)(C)C)C(=O)NC1Cc2cccc(N3CCCC3=O)c2NC1=O, [H-], [Na+]. Yields the product CC(C)CC(NC(=O)OC(C)(C)C)C(=O)NC1Cc2cccc(N3CCCC3=O)c2N(Cc2ccccn2)C1=O. RXN SMILES: [Br:35][CH2:36][c:37]1[n:38][cH:39][cH:40][cH:41][cH:42]1.[BrH:34].[CH3:1][CH:2]([CH2:3][CH:4]([C:5]([NH:6][CH:7]1[C:8](=[O:23])[NH:9][c:10]2[c:11]([N:17]3[C:18](=[O:22])[CH2:19][CH2:20][CH2:21]3)[cH:12][cH:13][cH:14][c:15]2[CH2:16]1)=[O:24])[NH:25][C:26]([O:27][C:28]([CH3:29])([CH3:30])[CH3:31])=[O:32])[CH3:33].[H-:43].[Na+:44]>>[CH3:1][CH:2]([CH2:3][CH:4]([C:5]([NH:6][CH:7]1[C:8](=[O:23])[N:9]([CH2:36][c:37]2[n:38][cH:39][cH:40][cH:41][cH:42]2)[c:10]2[c:11]([N:17]3[C:18](=[O:22])[CH2:19][CH2:20][CH2:21]3)[cH:12][cH:13][cH:14][c:15]2[CH2:16]1)=[O:24])[NH:25][C:26]([O:27][C:28]([CH3:29])([CH3:30])[CH3:31])=[O:32])[CH3:33]. Starting materials: C(C)(=O)OC1=C(C(=C(C(=C1)Cl)OC1=CC(=C(C=C1)N)Cl)Cl)C (Methyl[3,5-dichloro-4-(4-amino-3-chlorophenoxy)phenyl] acetate), C(C(C)C)(=O)Cl (isobutyryl chloride). The product is C(C)(=O)OC1=C(C(=C(C(=C1)Cl)OC1=CC(=C(C=C1)NC(C(C)C)=O)Cl)Cl)C (methyl(3,5-dichloro-4-[3-chloro-4-isobutyramidophenoxy]phenyl) acetate). Isolated yield 74.2%. Reaction SMILES: [C:1]([O:4][C:5]1[CH:10]=[C:9]([Cl:11])[C:8]([O:12][C:13]2[CH:18]=[CH:17][C:16]([NH2:19])=[C:15]([Cl:20])[CH:14]=2)=[C:7]([Cl:21])[C:6]=1[CH3:22])(=[O:3])[CH3:2].[C:23](Cl)(=[O:27])[CH:24]([CH3:26])[CH3:25]>>[C:1]([O:4][C:5]1[CH:10]=[C:9]([Cl:11])[C:8]([O:12][C:13]2[CH:18]=[CH:17][C:16]([NH:19][C:23](=[O:27])[CH:24]([CH3:26])[CH3:25])=[C:15]([Cl:20])[CH:14]=2)=[C:7]([Cl:21])[C:6]=1[CH3:22])(=[O:3])[CH3:2]. Procedure details: Methyl[3,5-dichloro-4-(4-amino-3-chlorophenoxy)phenyl] acetate (17 mg) was coupled with isobutyryl chloride (5.0 mg), using the method described in Example 1(h). After purification on column (silica gel, ethyl acetate/petrolium ether, 1:4), 15 mg (74%) of methyl(3,5-dichloro-4-[3-chloro-4-isobutyramidophenoxy]phenyl) acetate was obtained, which was hydrolysed using the method described in Example 1(i). This gave 4 mg (27%) of 3,5-dichloro-4-(4-isobutyramido-3-trifluoromethylphenoxy)phenylacetic ... The reactants are BrC=1C=CC2=C(C1)C=1CN(CCC1O2)C(=O)OC(C)(C)C (tert-butyl 8-bromo-3,4-dihydrobenzofuro[3,2-c]pyridine-2(1H)-carboxylate), ClC1=CC=C(C=C1)S(=O)[O-].[Na+] (sodium 4-chlorobenzenesulfinate). The product is ClC1=CC=C(C=C1)S(=O)(=O)C=1C=CC2=C(C1)C=1CN(CCC1O2)C(=O)OC(C)(C)C (tert-butyl 8-(4-chlorophenylsulfonyl)-3,4-dihydrobenzofuro[3,2-c]pyridine-2(1H)-carboxylate). Yield: 37.0%. RXN SMILES: Br[C:2]1[CH:3]=[CH:4][C:5]2[O:14][C:13]3[CH2:12][CH2:11][N:10]([C:15]([O:17][C:18]([CH3:21])([CH3:20])[CH3:19])=[O:16])[CH2:9][C:8]=3[C:6]=2[CH:7]=1.[Cl:22][C:23]1[CH:28]=[CH:27][C:26]([S:29]([O-:31])=[O:30])=[CH:25][CH:24]=1.[Na+]>>[Cl:22][C:23]1[CH:28]=[CH:27][C:26]([S:29]([C:2]2[CH:3]=[CH:4][C:5]3[O:14][C:13]4[CH2:12][CH2:11][N:10]([C:15]([O:17][C:18]([CH3:21])([CH3:20])[CH3:19])=[O:16])[CH2:9][C:8]=4[C:6]=3[CH:7]=2)(=[O:31])=[O:30])=[CH:25][CH:24]=1 |f:1.2|. Reported procedure: The product of Example 29, step B and sodium 4-chlorobenzenesulfinate were coupled using the procedure of Example 29, step C. Purification by flash column chromatography (SiO2, 85:15 hexane/ethyl acetate) provided tert-butyl 8-(4-chlorophenylsulfonyl)-3,4-dihydrobenzofuro[3,2-c]pyridine-2(1H)-carboxylate (118 mg, 37%) as a yellow solid: 1H NMR (CDCl3, 300 MHz) δ 8.06 (s, 1H), 7.92-7.85 (m, 2H), 7.80 (dd, J=8.7, 1.8 Hz, 1H), 7.51 (d, J=8.7 Hz, 1H), 7.49-7.43 (m, 2H), 4.57 (s, 2H), 3.83 (t, J=5.4 ... Starting materials: solution, Cl (hydrogen chloride), COC=1C=C(C=CC1)CCC1=C(OC[C@H]2N(CCC2)C)C=CC=C1 ((S)-2-{2-[2-(3-methoxyphenyl) ethyl]phenoxymethyl}-1-methylpyrrolidine). Run in O1CCOCC1 (dioxane), C(C)(=O)OCC (ethyl acetate). Yields the product Cl.COC=1C=C(C=CC1)CCC1=C(OC[C@H]2N(CCC2)C)C=CC=C1 ((S)-2-{2-[2-(3-Methoxyphenyl)ethyl]phenoxymethyl}-1-methylpyrrolidine hydrochloride). Isolated yield 28.0%. Reaction SMILES: [ClH:1].[CH3:2][O:3][C:4]1[CH:5]=[C:6]([CH2:10][CH2:11][C:12]2[CH:25]=[CH:24][CH:23]=[CH:22][C:13]=2[O:14][CH2:15][C@@H:16]2[CH2:20][CH2:19][CH2:18][N:17]2[CH3:21])[CH:7]=[CH:8][CH:9]=1>O1CCOCC1.C(OCC)(=O)C>[ClH:1].[CH3:2][O:3][C:4]1[CH:5]=[C:6]([CH2:10][CH2:11][C:12]2[CH:25]=[CH:24][CH:23]=[CH:22][C:13]=2[O:14][CH2:15][C@@H:16]2[CH2:20][CH2:19][CH2:18][N:17]2[CH3:21])[CH:7]=[CH:8][CH:9]=1 |f:4.5|. Procedure: 0.37 ml of a 4N solution of hydrogen chloride in dioxane was added to a solution of (S)-2-{2-[2-(3-methoxyphenyl) ethyl]phenoxymethyl}-1-methylpyrrolidine [prepared as described in step (a) above] in 10 ml of ethyl acetate, and the resulting mixture was allowed to stand at room temperature. The crystals which precipitated were collected by filtration, to give 101 mg (yield 28%) of the title compound as colorless needles, melting at 124°-126° C.